Dataset: the Open Reaction Database (ORD), a public repository of structured organic reaction records. Task: describe an organic reaction: reactants, conditions, products, and yield Reactants: CC1CN(Cc2ccccc2)CC(C)C1O, CO, [H][H], [OH-], [OH-], [Pd+2]. Yields the product CC1CNCC(C)C1O. RXN SMILES: [CH2:1]([c:2]1[cH:3][cH:4][cH:5][cH:6][cH:7]1)[N:8]1[CH2:9][CH:10]([CH3:16])[CH:11]([OH:15])[CH:12]([CH3:14])[CH2:13]1.[CH3:17][OH:18].[H:19][H:20].[OH-:21].[OH-:23].[Pd+2:22]>>[NH:8]1[CH2:9][CH:10]([CH3:16])[CH:11]([OH:15])[CH:12]([CH3:14])[CH2:13]1. Reaction conditions: temperature 70 celsius, time 8 hour. Reaction SMILES: C([O:3][C:4]([C:6]1([CH3:35])[CH2:11][CH2:10][N:9]([C:12]2[N:17]=[CH:16][C:15]([C:18]3[CH:19]=[C:20]([CH2:33][CH3:34])[C:21]4[S:25][C:24]([NH:26][C:27]([NH:29][CH2:30][CH3:31])=[O:28])=[N:23][C:22]=4[CH:32]=3)=[CH:14][N:13]=2)[CH2:8][CH2:7]1)=[O:5])C.[OH-].[Na+].Cl>CCO>[CH2:33]([C:20]1[C:21]2[S:25][C:24]([NH:26][C:27]([NH:29][CH2:30][CH3:31])=[O:28])=[N:23][C:22]=2[CH:32]=[C:18]([C:15]2[CH:14]=[N:13][C:12]([N:9]3[CH2:10][CH2:11][C:6]([CH3:35])([C:4]([OH:5])=[O:3])[CH2:7][CH2:8]3)=[N:17][CH:16]=2)[CH:19]=1)[CH3:34] |f:1.2|. Procedure details: 1-{5-[7-Ethyl-2-(3-ethyl-ureido)-benzothiazol-5-yl]-pyrimidin-2-yl}-4-methyl-piperidine-4-carboxylic acid ethyl ester (19 mg) was dissolved in EtOH (1 mL) and 1 M aq NaOH (1 mL) added. The mixture was stirred at 70° C. overnight. The mixture was cooled to rt and acidified to pH 3 with 1 M HCl (aq) then concentrated in vacuo and the residue suspended (sonication) in ˜10% MeOH in DCM. The mixture was filtered through a syringe filter (20 micron) and the filtrate concentrated in vacuo. A cream soli... The product is C(C)C1=CC(=CC=2N=C(SC21)NC(=O)NCC)C=2C=NC(=NC2)N2CCC(CC2)(C(=O)O)C (1-{5-[7-Ethyl-2-(3-ethyl-ureido)-benzothiazol-5-yl]-pyrimidin-2-yl}-4-methyl-piperidine-4-carboxylic acid). The reactants are [OH-].[Na+] (NaOH), C(C)OC(=O)C1(CCN(CC1)C1=NC=C(C=N1)C=1C=C(C2=C(N=C(S2)NC(=O)NCC)C1)CC)C (1-{5-[7-Ethyl-2-(3-ethyl-ureido)-benzothiazol-5-yl]-pyrimidin-2-yl}-4-methyl-piperidine-4-carboxylic acid ethyl ester), Cl (HCl). Isolated yield 11.2%. Run in CCO (EtOH).